Task: describe an organic reaction: reactants, conditions, products, and yield. Dataset: the Open Reaction Database (ORD), a public repository of structured organic reaction records The reactants are O=C([O-])[O-], CNCCNC, Nc1ccc(I)cc1Cl, [Cs+], [Cs+], [Cu]I, CN(C)C=O, c1cn[nH]c1. Product: Nc1ccc(-n2cccn2)cc1Cl. Reaction SMILES: [C:21](=[O:22])([O-:23])[O-:24].[CH3:10][NH:11][CH2:12][CH2:13][NH:14][CH3:15].[Cl:1][c:2]1[c:3]([NH2:4])[cH:5][cH:6][c:7]([I:9])[cH:8]1.[Cs+:25].[Cs+:26].[Cu:32][I:33].[O:27]=[CH:28][N:29]([CH3:30])[CH3:31].[nH:16]1[n:17][cH:18][cH:19][cH:20]1>>[Cl:1][c:2]1[c:3]([NH2:4])[cH:5][cH:6][c:7](-[n:16]2[n:17][cH:18][cH:19][cH:20]2)[cH:8]1. Reaction SMILES: [NH2:1][C:2]1[CH:3]=[C:4]2[C:8](=[CH:9][CH:10]=1)[NH:7][CH:6]=[C:5]2[CH:11]1[CH2:16][CH2:15][N:14]([CH3:17])[CH2:13][CH2:12]1.[CH3:18][C:19]1[CH:20]=[C:21]([CH:25]=[CH:26][C:27]=1[CH3:28])[C:22](O)=[O:23]>>[CH3:18][C:19]1[CH:20]=[C:21]([CH:25]=[CH:26][C:27]=1[CH3:28])[C:22]([NH:1][C:2]1[CH:3]=[C:4]2[C:8](=[CH:9][CH:10]=1)[NH:7][CH:6]=[C:5]2[CH:11]1[CH2:16][CH2:15][N:14]([CH3:17])[CH2:13][CH2:12]1)=[O:23]. Reported procedure: Beginning with 10.0 mg (0.044 mMol) 5-amino-3-(1-methylpiperidin-4-yl)-1H-indole and 19.6 mg (0.131 mMol) 3,4-dimethylbenzoic acid, 12.0 mg (76%) of the title compound were recovered. The yield is 75.4%. Reactants: NC=1C=C2C(=CNC2=CC1)C1CCN(CC1)C (5-amino-3-(1-methylpiperidin-4-yl)-1H-indole), CC=1C=C(C(=O)O)C=CC1C (3,4-dimethylbenzoic acid). Product: CC=1C=C(C(=O)NC=2C=C3C(=CNC3=CC2)C2CCN(CC2)C)C=CC1C (5-(3,4-dimethylbenzoyl)amino-3-(1-methylpiperidin-4-yl)-1H-indole).